This data is from the Open Reaction Database (ORD), a public repository of structured organic reaction records. The task is: describe an organic reaction: reactants, conditions, products, and yield Yields the product CCOC(=O)n1c(CN2CCC(NS(=O)(=O)c3cc4ccc(Cl)cc4s3)C2=O)cc2ncccc21. As a reaction SMILES: [CH2:16]([CH3:17])[O:18][C:19](=[O:20])[n:21]1[c:22]([CH2:30][N:31]2[C:32](=[O:37])[CH:33]([NH2:36])[CH2:34][CH2:35]2)[cH:23][c:24]2[n:25][cH:26][cH:27][cH:28][c:29]12.[Cl:1][c:2]1[cH:3][cH:4][c:5]2[c:6]([s:7][c:8]([S:10](=[O:11])(=[O:12])[Cl:13])[cH:9]2)[cH:14]1.[ClH:15]>>[Cl:1][c:2]1[cH:3][cH:4][c:5]2[c:6]([s:7][c:8]([S:10](=[O:11])(=[O:12])[NH:36][CH:33]3[C:32](=[O:37])[N:31]([CH2:30][c:22]4[n:21]([C:19]([O:18][CH2:16][CH3:17])=[O:20])[c:29]5[c:24]([cH:23]4)[n:25][cH:26][cH:27][cH:28]5)[CH2:35][CH2:34]3)[cH:9]2)[cH:14]1. Reactants: CCOC(=O)n1c(CN2CCC(N)C2=O)cc2ncccc21, O=S(=O)(Cl)c1cc2ccc(Cl)cc2s1, Cl. Starting materials: N1(CCCC1)C(=O)[C@H]1CN(CCC1)C1=CC=C2C(=N1)NC(=N2)C=2C=C(C#N)C=CC2 ((R)-3-(5-(3-(pyrrolidine-1-carbonyl)piperidin-1-yl)-3H-imidazo[4,5-b]pyridin-2-yl)benzonitrile), [N-]=[N+]=[N-].[Na+] (sodium azide), II (iodine). Solvent: CN(C=O)C (N,N-dimethylformamide). Run at temperature 120 celsius. The product is N=1NN=NC1C=1C=C(C=CC1)C1=NC=2C(=NC(=CC2)N2C[C@@H](CCC2)C(=O)N2CCCC2)N1 ((R)-(1-(2-(3-(2H-tetrazol-5-yl)phenyl)-3H-imidazo[4,5-b]pyridin-5-yl)piperidin-3-yl)(pyrrolidin-1-yl)methanone). The yield is 116.0%. Reaction SMILES: [N:1]1([C:6]([C@@H:8]2[CH2:13][CH2:12][CH2:11][N:10]([C:14]3[N:19]=[C:18]4[NH:20][C:21]([C:23]5[CH:24]=[C:25]([CH:28]=[CH:29][CH:30]=5)[C:26]#[N:27])=[N:22][C:17]4=[CH:16][CH:15]=3)[CH2:9]2)=[O:7])[CH2:5][CH2:4][CH2:3][CH2:2]1.[N-:31]=[N+:32]=[N-:33].[Na+].II>CN(C)C=O>[N:27]1[NH:31][N:32]=[N:33][C:26]=1[C:25]1[CH:24]=[C:23]([C:21]2[NH:20][C:18]3=[N:19][C:14]([N:10]4[CH2:11][CH2:12][CH2:13][C@@H:8]([C:6]([N:1]5[CH2:2][CH2:3][CH2:4][CH2:5]5)=[O:7])[CH2:9]4)=[CH:15][CH:16]=[C:17]3[N:22]=2)[CH:30]=[CH:29][CH:28]=1 |f:1.2|. Procedure: To a solution of (R)-3-(5-(3-(pyrrolidine-1-carbonyl)piperidin-1-yl)-3H-imidazo[4,5-b]pyridin-2-yl)benzonitrile (30 mg, 0.07 mmol) in N,N-dimethylformamide (2 mL) were added sodium azide (6 mg, 0.09 mmol) and iodine (3 mg). The reaction mixture was heated for 12 h at 120° C., then was cooled. The mixture was filtered, and the filtrate was concentrated. The resulting residue was triturated with diethyl ether to afford (R)-(1-(2-(3-(2H-tetrazol-5-yl)phenyl)-3H-imidazo[4,5-b]pyridin-5-yl)piperidin-... Reactants: FC1=C(C=CC=C1)S(=O)(=O)NC1=C(C=CC=C1)C1NC2=CC=C(C=C2C(C1)(C)C)C(=O)OCC (ethyl 2-(2-(2-fluorophenylsulfonamido)phenyl)-4,4-dimethyl-1,2,3,4-tetrahydroquinoline-6-carboxylate), O.[OH-].[Li+] (lithium hydroxide monohydrate), [OH-].[Na+] (sodium hydroxide). Run in C(C)O (ethanol), O (water). Reaction conditions: temperature 85 celsius, time 8 hour. Yields the product FC1=C(C=CC=C1)S(=O)(=O)NC1=C(C=CC=C1)C1NC2=CC=C(C=C2C(C1)(C)C)C(=O)O (2-[2-(2-fluoro-benzenesulfonylamino)-phenyl]-4,4-dimethyl-1,2,3,4-tetrahydro-quinoline-6-carboxylic acid). Reaction SMILES: [F:1][C:2]1[CH:7]=[CH:6][CH:5]=[CH:4][C:3]=1[S:8]([NH:11][C:12]1[CH:17]=[CH:16][CH:15]=[CH:14][C:13]=1[CH:18]1[CH2:27][C:26]([CH3:29])([CH3:28])[C:25]2[C:20](=[CH:21][CH:22]=[C:23]([C:30]([O:32]CC)=[O:31])[CH:24]=2)[NH:19]1)(=[O:10])=[O:9].O.[OH-].[Li+].[OH-].[Na+]>C(O)C.O>[F:1][C:2]1[CH:7]=[CH:6][CH:5]=[CH:4][C:3]=1[S:8]([NH:11][C:12]1[CH:17]=[CH:16][CH:15]=[CH:14][C:13]=1[CH:18]1[CH2:27][C:26]([CH3:28])([CH3:29])[C:25]2[C:20](=[CH:21][CH:22]=[C:23]([C:30]([OH:32])=[O:31])[CH:24]=2)[NH:19]1)(=[O:10])=[O:9] |f:1.2.3,4.5|. Reported procedure: To a stirred solution of ethyl 2-(2-(2-fluorophenylsulfonamido)phenyl)-4,4-dimethyl-1,2,3,4-tetrahydroquinoline-6-carboxylate (crude 0.62 mmol) in ethanol was added a solution of lithium hydroxide monohydrate (129 mg, 3.08 mmol) and sodium hydroxide (50 mg, 1.23 mmol) in water (1.5 mL) at room temperature. The reaction mixture was stirred at 85° C. overnight. The reaction mixture was concentrated in vacuo. The residue was diluted with water, adjusted pH=3˜4 by 1M aqueous hydrochloric acid, extra... Starting materials: COC=1C=C(CC2=CC=C(C=C2)[N+](=O)[O-])C=CC1 (4-(3-Methoxybenzyl)nitrobenzene). The reagents and catalysts are [Pd] (palladium on carbon). Reaction conditions: time 16 hour. The product is COC=1C=C(CC2=CC=C(N)C=C2)C=CC1 (4-(3-methoxybenzyl)aniline). Yield: 75.9%. RXN SMILES: [CH3:1][O:2][C:3]1[CH:4]=[C:5]([CH:16]=[CH:17][CH:18]=1)[CH2:6][C:7]1[CH:12]=[CH:11][C:10]([N+:13]([O-])=O)=[CH:9][CH:8]=1>[Pd]>[CH3:1][O:2][C:3]1[CH:4]=[C:5]([CH:16]=[CH:17][CH:18]=1)[CH2:6][C:7]1[CH:12]=[CH:11][C:10]([NH2:13])=[CH:9][CH:8]=1. Procedure details: 4-(3-Methoxybenzyl)nitrobenzene (0.50 g, 2.10 mmol) was dissolved in ETOH (25 mL) and 10% palladium on carbon (0.50 g) was added under a nitrogen stream. The reaction mixture was hydrogenated on a Parr shaker at 50 psi for 16 h. The reaction mixture was filtered and the filtrate was concentrated to give 0.34 g (77%) of 4-(3-methoxybenzyl)aniline as an oil. 1H NMR (CDCl3) δ7.15 (t, J=8.1 Hz, 1H), 6.95 (d, J=8.1 Hz, 2H), 6.70 (m, 3H), 6.60 (d, J=8.1 Hz, 2H), 3.85 (s, 2H), 3.75 (s, 3H), 3.45 (bs, 2... The reactants are CC#N, O=C1CCC(=O)N1Br, O, Oc1ccc(-c2ccc3cc(O)ccc3c2)cc1. Yields the product Oc1ccc(-c2ccc3c(Br)c(O)ccc3c2)cc1. Reaction SMILES: [CH3:28][C:29]#[N:30].[O:19]=[C:20]1[N:21]([Br:26])[C:22](=[O:23])[CH2:24][CH2:25]1.[OH2:27].[OH:1][c:2]1[cH:3][cH:4][c:5](-[c:8]2[cH:9][c:10]3[cH:11][cH:12][c:13]([OH:18])[cH:14][c:15]3[cH:16][cH:17]2)[cH:6][cH:7]1>>[OH:1][c:2]1[cH:3][cH:4][c:5](-[c:8]2[cH:9][c:10]3[cH:11][cH:12][c:13]([OH:18])[c:14]([Br:26])[c:15]3[cH:16][cH:17]2)[cH:6][cH:7]1. Starting materials: FC1=C(C=C(C(=O)NC2=CC=C(C(=O)OC)C=C2)C=C1OC(C)C)OC(C)C (Methyl 4-(4-fluoro-3,5-diisopropoxybenzamido)benzoate), [Li+].[OH-] (LiOH), Cl (HCl). Run in C1CCOC1 (THF). Run at time 20 hour. The product is FC1=C(C=C(C(=O)NC2=CC=C(C(=O)O)C=C2)C=C1OC(C)C)OC(C)C (4-(4-fluoro-3,5-diisopropoxybenzamido)benzoic acid). The yield is 26.0%. RXN SMILES: [F:1][C:2]1[C:20]([O:21][CH:22]([CH3:24])[CH3:23])=[CH:19][C:5]([C:6]([NH:8][C:9]2[CH:18]=[CH:17][C:12]([C:13]([O:15]C)=[O:14])=[CH:11][CH:10]=2)=[O:7])=[CH:4][C:3]=1[O:25][CH:26]([CH3:28])[CH3:27].[Li+].[OH-].Cl>C1COCC1>[F:1][C:2]1[C:3]([O:25][CH:26]([CH3:27])[CH3:28])=[CH:4][C:5]([C:6]([NH:8][C:9]2[CH:10]=[CH:11][C:12]([C:13]([OH:15])=[O:14])=[CH:17][CH:18]=2)=[O:7])=[CH:19][C:20]=1[O:21][CH:22]([CH3:24])[CH3:23] |f:1.2|. Reported procedure: A suspension of methyl 4-(4-fluoro-3,5-diisopropoxybenzamido)benzoate (10) (32 mg, 51% purity, 82 μmol) in THF (1 mL) and 2M LiOH (0.16 mL, 0.33 mmol) was stirred at RT for 20 h, then at 45° C. for 2 h. The mixture was allowed to cool to RT and was acidified by the addition of 1M HCl. The mixture was partitioned between EtOAc (10 mL) and water (10 mL) and the phases were separated. The organic solution was washed with brine (3× mL), then dried over MgSO4 and filtered. The solvent was removed in ...